From a dataset of the Open Reaction Database (ORD), a public repository of structured organic reaction records. describe an organic reaction: reactants, conditions, products, and yield Starting materials: O=C(Cl)N1CC(Oc2ccc(Br)cc2)C1, O=C([O-])[O-], C#CCN, [K+], [K+], C1CCOC1, O. Yields the product C#CCNC(=O)N1CC(Oc2ccc(Br)cc2)C1. RXN SMILES: [Br:1][c:2]1[cH:3][cH:4][c:5]([O:6][CH:7]2[CH2:8][N:9]([C:11](=[O:12])[Cl:13])[CH2:10]2)[cH:14][cH:15]1.[C:16](=[O:17])([O-:18])[O-:19].[CH2:22]([C:23]#[CH:24])[NH2:25].[K+:20].[K+:21].[O:26]1[CH2:27][CH2:28][CH2:29][CH2:30]1.[OH2:31]>>[Br:1][c:2]1[cH:3][cH:4][c:5]([O:6][CH:7]2[CH2:8][N:9]([C:11](=[O:12])[NH:25][CH2:22][C:23]#[CH:24])[CH2:10]2)[cH:14][cH:15]1. The reactants are IC (iodomethane), C([O-])([O-])=O.[K+].[K+] (potassium carbonate), FC(=CCCSC=1OC2=C(N1)C(=CC=C2)O)F (2-(4,4-difluorobut-3-enylthio)-4-hydroxy benzoxazole). Run in CC(=O)C (acetone). Reaction conditions: time 2 hour. The product is FC(=CCCSC=1OC2=C(N1)C(=CC=C2)OC)F (2-(4,4-difluorobut-3-enylthio)-4-methoxy-benzoxazole). RXN SMILES: [F:1][C:2]([F:17])=[CH:3][CH2:4][CH2:5][S:6][C:7]1[O:8][C:9]2[CH:15]=[CH:14][CH:13]=[C:12]([OH:16])[C:10]=2[N:11]=1.IC.[C:20](=O)([O-])[O-].[K+].[K+]>CC(C)=O>[F:17][C:2]([F:1])=[CH:3][CH2:4][CH2:5][S:6][C:7]1[O:8][C:9]2[CH:15]=[CH:14][CH:13]=[C:12]([O:16][CH3:20])[C:10]=2[N:11]=1 |f:2.3.4|. Procedure details: To a stirred solution of 2-(4,4-difluorobut-3-enylthio)-4-hydroxy benzoxazole (Compound No. 82, Example 4B(iii), 504mg) in acetone (10 cm3) was added iodomethane (278 mg) and potassium carbonate (270 mg). The reaction mixture was stirred at the ambient temperature for 51/2 hours, then allowed to stand at the ambient temperature for 18 hours. Gc analysis indicated complete consumption of starting material. The reaction mixture was poured into ethyl acetate and and water, the layers separated and ... The reactants are C(O)(O)=O.NNC(=N)N (Aminoguanidine hydrogencarbonate), Cl (HCl), O=C1CCC2=CC=C(C=C12)NS(=O)(=O)C1=CC2=CC=CC=C2C=C1 (N-(3-oxo-2,3-dihydro-1H-inden-5-yl)naphthalene-2-sulfonamide). The solvent is CO (methanol). Yields the product Cl.C1=C(C=CC2=CC=CC=C12)S(=O)(=O)NC1=CC=C2CCC(C2=C1)=NNC(N)=N (2-{6-[(2-naphthylsulfonyl)amino]-2,3-dihydro-1H-inden-1-ylidene}hydrazinecarboximidamide hydrochloride). Yield: 36.0%. As a reaction SMILES: C(=O)(O)O.[NH2:5][NH:6][C:7]([NH2:9])=[NH:8].O=[C:11]1[C:19]2[C:14](=[CH:15][CH:16]=[C:17]([NH:20][S:21]([C:24]3[CH:33]=[CH:32][C:31]4[C:26](=[CH:27][CH:28]=[CH:29][CH:30]=4)[CH:25]=3)(=[O:23])=[O:22])[CH:18]=2)[CH2:13][CH2:12]1.[ClH:34]>CO>[ClH:34].[CH:25]1[C:26]2[C:31](=[CH:30][CH:29]=[CH:28][CH:27]=2)[CH:32]=[CH:33][C:24]=1[S:21]([NH:20][C:17]1[CH:18]=[C:19]2[C:14]([CH2:13][CH2:12][C:11]2=[N:5][NH:6][C:7](=[NH:9])[NH2:8])=[CH:15][CH:16]=1)(=[O:23])=[O:22] |f:0.1,5.6|. Procedure: Aminoguanidine hydrogencarbonate (45 mg, 0.33 mmol) was dissolved in 2 ml of 1 N HCl. A solution of N-(3-oxo-2,3-dihydro-1H-inden-5-yl)naphthalene-2-sulfonamide (100 mg, 0.30 mmol) in methanol (2 ml) was added and the mixture was heated to reflux for 1 hour. Then the mixture was concentrated in vacuo and the precipitated salt was crystallized from acetonitrile to give 48 mg (36%) of 2-{6-[(2-naphthylsulfonyl)amino]-2,3-dihydro-1H-inden-1-ylidene}hydrazinecarboximidamide hydrochloride. Starting materials: C(C)(C)N1C(C=2C(C1=O)=CC=CC2)=O (N-isopropylphthalimide). The solvent is CO (methanol), [BH4-].[K+] (potassium borohydride). Run at temperature 20 celsius, time 20 hour. Yields the product OC1N(C(C2=CC=CC=C12)=O)C(C)C (3-hydroxy-2-isopropyl-2,3-dihydroisoindol-1-one). The yield is 150.9%. Reaction SMILES: [CH:1]([N:4]1[C:8](=[O:9])[C:7]2=[CH:10][CH:11]=[CH:12][CH:13]=[C:6]2[C:5]1=[O:14])([CH3:3])[CH3:2]>CO.[BH4-].[K+]>[OH:9][CH:8]1[C:7]2[C:6](=[CH:13][CH:12]=[CH:11][CH:10]=2)[C:5](=[O:14])[N:4]1[CH:1]([CH3:3])[CH3:2] |f:2.3|. Reported procedure: 3-Hydroxy-2-isopropyl-2,3-dihydroisoindol-1-one is prepared as described in Example 1, starting with 4.0 g of N-isopropylphthalimide in 20 cm3 of methanol and 1.1 g of potassium borohydride. The reaction mixture is stirred at a temperature in the region of 20° C. for 20 hours and is then cooled to a temperature in the region of 0° C. and distilled water is added dropwise. The solvent is then evaporated to dryness under reduced pressure (2 kPa) at a temperature in the region of 35° C. 6.1 g of 3-... Reactants: C(C)(=O)O[BH-](OC(C)=O)OC(C)=O.[Na+] (sodium triacetoxyborohydride), C(C1=CC=CC=C1)N1CCC(CC1)CCN (2-(1-benzyl-4-piperidinyl)ethanamine), CC=1NC=C(N1)C=O (2-methylimidazole-4-carbaldehyde), C(C)(=O)O (acetic acid). The solvent is ClCCCl (1,2-dichloroethane). Yields the product C(C1=CC=CC=C1)N1CCC(CC1)CCN1C(N2C(C1)=CN=C2C)=O (2-(2-(1-benzyl-4-piperidinyl)ethyl)-5-methyl-1,2-dihydroimidazo[1,5-c]imidazol-3-one). Yield: 48.0%. As a reaction SMILES: [CH2:1]([N:8]1[CH2:13][CH2:12][CH:11]([CH2:14][CH2:15][NH2:16])[CH2:10][CH2:9]1)[C:2]1[CH:7]=[CH:6][CH:5]=[CH:4][CH:3]=1.[CH3:17][C:18]1[NH:19][CH:20]=[C:21]([CH:23]=O)[N:22]=1.[C:25](O)(=[O:27])C.C(O[BH-](OC(=O)C)OC(=O)C)(=O)C.[Na+]>ClCCCl>[CH2:1]([N:8]1[CH2:13][CH2:12][CH:11]([CH2:14][CH2:15][N:16]2[CH2:23][C:21]3=[CH:20][N:19]=[C:18]([CH3:17])[N:22]3[C:25]2=[O:27])[CH2:10][CH2:9]1)[C:2]1[CH:7]=[CH:6][CH:5]=[CH:4][CH:3]=1 |f:3.4|. Procedure details: To a suspension of 2-(1-benzyl-4-piperidinyl)ethanamine (5.5 g), 2-methylimidazole-4-carbaldehyde (2.8 g) and acetic acid (1.7 ml) in 1,2-dichloroethane (50 ml) was added sodium triacetoxyborohydride (8.1 g) under ice-cooling. The reaction mixture was returned to room temperature and mixed for 15 hours. Then, the reaction solution was washed with an aqueous potassium carbonate solution and dried over anhydrous magnesium sulfate. The solvent was distilled off under reduced pressure, and the resid...